This data is from the Open Reaction Database (ORD), a public repository of structured organic reaction records. The task is: describe an organic reaction: reactants, conditions, products, and yield The reactants are CN(C)C=O, O=C(O)c1ccc(OCCN2CCOCC2)cc1, O=S(Cl)Cl. Product: O=C(Cl)c1ccc(OCCN2CCOCC2)cc1. RXN SMILES: [CH3:19][N:20]([CH3:21])[CH:22]=[O:23].[O:1]1[CH2:2][CH2:3][N:4]([CH2:7][CH2:8][O:9][c:10]2[cH:11][cH:12][c:13]([C:14](=[O:15])[OH:16])[cH:17][cH:18]2)[CH2:5][CH2:6]1.[S:24]([Cl:25])([Cl:26])=[O:27]>>[O:1]1[CH2:2][CH2:3][N:4]([CH2:7][CH2:8][O:9][c:10]2[cH:11][cH:12][c:13]([C:14](=[O:15])[Cl:26])[cH:17][cH:18]2)[CH2:5][CH2:6]1. Reactants: C1OC=2C=C(C=CC2O1)C(C(=O)O)(C)C (2-(3,4-methylenedioxyphenyl)-2-methylpropionic acid), [H-].[Al+3].[Li+].[H-].[H-].[H-] (lithium aluminum hydride). The solvent is O1CCCC1 (tetrahydrofuran). The product is C1OC=2C=C(C=CC2O1)C(CO)(C)C (2-(3,4-methylenedioxyphenyl)-2-methylpropyl alcohol). As a reaction SMILES: [CH2:1]1[O:9][C:8]2[CH:7]=[CH:6][C:5]([C:10]([CH3:15])([CH3:14])[C:11](O)=[O:12])=[CH:4][C:3]=2[O:2]1.[H-].[Al+3].[Li+].[H-].[H-].[H-]>O1CCCC1>[CH2:1]1[O:9][C:8]2[CH:7]=[CH:6][C:5]([C:10]([CH3:15])([CH3:14])[CH2:11][OH:12])=[CH:4][C:3]=2[O:2]1 |f:1.2.3.4.5.6|. Reported procedure: In tetrahydrofuran, 2-(3,4-methylenedioxyphenyl)-2-methylpropionic acid was reduced with lithium aluminum hydride to give 2-(3,4-methylenedioxyphenyl)-2-methylpropyl alcohol. Starting materials: CC1=C(C(=NO1)C1=C(C=CC=C1)C(F)(F)F)C(=O)O (5-methyl-3-(2-(trifluoromethyl)phenyl)isoxazol-4-carboxylic acid), Cl.C(C)N=C=NCCCN(C)C (1-ethyl-3-(dimethylaminopropyl)carbodiimide hydrochloride), COC=1C=C(C=CC1)N1CCNCC1 (1-(3-methoxyphenyl)piperazine). Run in ClCCl (dichloromethane). Yields the product COC=1C=C(C=CC1)N1CCN(CC1)C(=O)C=1C(=NOC1C)C1=C(C=CC=C1)C(F)(F)F ((4-(3-methoxyphenyl)piperazine-1-yl)(5-methyl-3-(2-(trifluoromethyl)phenyl)isoxazol-4-yl)methanone). Yield: 73.4%. Reaction SMILES: [CH3:1][C:2]1[O:6][N:5]=[C:4]([C:7]2[CH:12]=[CH:11][CH:10]=[CH:9][C:8]=2[C:13]([F:16])([F:15])[F:14])[C:3]=1[C:17]([OH:19])=O.Cl.C(N=C=NCCCN(C)C)C.[CH3:32][O:33][C:34]1[CH:35]=[C:36]([N:40]2[CH2:45][CH2:44][NH:43][CH2:42][CH2:41]2)[CH:37]=[CH:38][CH:39]=1>ClCCl>[CH3:32][O:33][C:34]1[CH:35]=[C:36]([N:40]2[CH2:45][CH2:44][N:43]([C:17]([C:3]3[C:4]([C:7]4[CH:12]=[CH:11][CH:10]=[CH:9][C:8]=4[C:13]([F:14])([F:15])[F:16])=[N:5][O:6][C:2]=3[CH3:1])=[O:19])[CH2:42][CH2:41]2)[CH:37]=[CH:38][CH:39]=1 |f:1.2|. Procedure: In a similar manner as described in Example 1, by using dichloromethane (30 mL), 5-methyl-3-(2-(trifluoromethyl)phenyl)isoxazol-4-carboxylic acid (500 mg, 1.84 mmol), 1-ethyl-3-(dimethylaminopropyl)carbodiimide hydrochloride (388 mg, 2.02 mmol) and 1-(3-methoxyphenyl)piperazine (354 mg, 1.84 mmol), a gel-like required compound (602 mg, 1.35 mmol, 73%) was obtained.